From a dataset of the Open Reaction Database (ORD), a public repository of structured organic reaction records. describe an organic reaction: reactants, conditions, products, and yield Starting materials: [N+](=O)([O-])C1=CC=C(C=C1)Cl (4-nitrochlorobenzene), metal oxide, C(C)(=O)[O-].[K+] (potassium acetate), [S] (sulphur), ClC1=CC=C(N)C=C1 (4-chloroaniline). The reagents and catalysts are C(CCC)NCCCC (di-n-butylamine), [Se] (selenium). The solvent is C(C)O (ethanol). Product: C(C)OC(NC1=CC=C(C=C1)Cl)=O (ethyl-N-(4-chlorophenyl)-carbamate). Yield: 510.4%. As a reaction SMILES: [N+:1]([C:4]1[CH:9]=[CH:8][C:7]([Cl:10])=[CH:6][CH:5]=1)([O-])=O.[S].Cl[C:13]1[CH:19]=CC(N)=CC=1.[C:20]([O-:23])(=[O:22])C.[K+]>[Se].C(NCCCC)CCC.C(O)C>[CH2:19]([O:23][C:20](=[O:22])[NH:1][C:4]1[CH:9]=[CH:8][C:7]([Cl:10])=[CH:6][CH:5]=1)[CH3:13] |f:3.4,^3:10,24|. Procedure: 26.6 g of 4-nitrochlorobenzene, 2.0 g of sulphur, 0.2 g of metallic selenium, 4.4 g of 4-chloroaniline, 2.36 g of potassium acetate, 3 g of the metal oxide mixture used in Example 1, 1.28 g of di-n-butylamine and 169 g of absolute ethanol were reacted together at 180° C. as described in Example 1. The reaction mixture was worked up as described in Example 1 and yielded 24.5 g of ethyl-N-(4-chlorophenyl)-carbamate, b.p. 118°-120° C./0.2 mm. The substance was 98.5% pure according to gas chromatogr...